This data is from the Open Reaction Database (ORD), a public repository of structured organic reaction records. The task is: describe an organic reaction: reactants, conditions, products, and yield Reactants: BrC=1C=C(C=CC1)CCN1C=NC=C1 (1-[2-(3-Bromophenyl)ethyl]-1H-imidazole), C(C(C)C)C1=CC(=C(S1)S(=O)(=O)NC(C)(C)C)B(O)O (5-isobutyl-2-(N-tert-butylaminosulfonyl)thiophene-3-boronic acid), C(=O)([O-])[O-].[Na+].[Na+] (Na2CO3), C1(=CC=CC=C1)C (toluene). The reagents and catalysts are C=1C=CC(=CC1)[P](C=2C=CC=CC2)(C=3C=CC=CC3)[Pd]([P](C=4C=CC=CC4)(C=5C=CC=CC5)C=6C=CC=CC6)([P](C=7C=CC=CC7)(C=8C=CC=CC8)C=9C=CC=CC9)[P](C=1C=CC=CC1)(C=1C=CC=CC1)C=1C=CC=CC1 (Pd(PPh3)4). The solvent is C(C)O (ethanol), O (water). Reaction conditions: temperature 90 celsius, time 4 hour. Product: N1(C=NC2=C1C=CC=C2)CC(=O)C=2C=C(C=CC2)C2=C(SC(=C2)CC(C)C)S(=O)(=O)NC(C)(C)C (3-[3-(2-Benzoimidazol-1-ylacetyl)phenyl]-5-iso-butyl-N-tert-butylthiophene-2-sulfonamide). Yield: 91.0%. RXN SMILES: Br[C:2]1[CH:3]=[C:4]([CH2:8][CH2:9][N:10]2[CH:14]=[CH:13][N:12]=[CH:11]2)[CH:5]=[CH:6][CH:7]=1.[CH2:15]([C:19]1[S:23][C:22]([S:24]([NH:27][C:28]([CH3:31])([CH3:30])[CH3:29])(=[O:26])=[O:25])=[C:21](B(O)O)[CH:20]=1)[CH:16]([CH3:18])[CH3:17].C([O-])([O-])=[O:36].[Na+].[Na+].[C:41]1(C)C=C[CH:44]=[CH:43][CH:42]=1>C(O)C.O.C1C=CC([P]([Pd]([P](C2C=CC=CC=2)(C2C=CC=CC=2)C2C=CC=CC=2)([P](C2C=CC=CC=2)(C2C=CC=CC=2)C2C=CC=CC=2)[P](C2C=CC=CC=2)(C2C=CC=CC=2)C2C=CC=CC=2)(C2C=CC=CC=2)C2C=CC=CC=2)=CC=1>[N:10]1([CH2:9][C:8]([C:4]2[CH:3]=[C:2]([C:21]3[CH:20]=[C:19]([CH2:15][CH:16]([CH3:18])[CH3:17])[S:23][C:22]=3[S:24]([NH:27][C:28]([CH3:31])([CH3:30])[CH3:29])(=[O:26])=[O:25])[CH:7]=[CH:6][CH:5]=2)=[O:36])[C:14]2[CH:41]=[CH:42][CH:43]=[CH:44][C:13]=2[N:12]=[CH:11]1 |f:2.3.4,^1:55,57,76,95|. Procedure: To a solution of 1-[2-(3-bromophenyl)ethyl]-1H-imidazole (51.5 mg, 0.205 mmol; see step (a)) in toluene (10 mL) and ethanol (1 mL) was added 5-isobutyl-2-(N-tert-butylaminosulfonyl)thiophene-3-boronic acid (111.3 mg, 0.349 mmol; see Example 1(c)), Pd(PPh3)4 (14.2 mg, 23.4 μmol) and Na2CO3 (410 μL, 0.820 mmol, 2.0 M aq), and the reaction mixture was stirred for 4 h at 90° C. The reaction mixture was diluted with water (10 mL) and extracted with EtOAc. The combined organic phase was dried (over an... The reactants are CC(CC(C)O)CCC=C(C)C (4,8-dimethylnon-7-en-2-ol), S(O)(O)(=O)=O (sulfuric acid), C(Cl)Cl (methylene chloride), [Cr](=O)(=O)([O-])O[Cr](=O)(=O)[O-].[Na+].[Na+] (sodium dichromate). Run in O (water), O (water). Reaction conditions: time 3 hour. Yields the product CC(CC(C)=O)CCC=C(C)C (4,8-dimethylnon-7-en-2-one). As a reaction SMILES: [CH3:1][CH:2]([CH2:7][CH2:8][CH:9]=[C:10]([CH3:12])[CH3:11])[CH2:3][CH:4]([OH:6])[CH3:5].C(Cl)Cl.[Cr](O[Cr]([O-])(=O)=O)([O-])(=O)=O.[Na+].[Na+].S(=O)(=O)(O)O>O>[CH3:1][CH:2]([CH2:7][CH2:8][CH:9]=[C:10]([CH3:11])[CH3:12])[CH2:3][C:4](=[O:6])[CH3:5] |f:2.3.4|. Reported procedure: A solution of 47 g. of 4,8-dimethylnon-7-en-2-ol in 250 ml. of methylene chloride is cooled to about 10° as a solution of 46.4 g. of sodium dichromate in 125 ml. of water is added. The mixture is at about 10° as a solution of 46.3 g. of sulfuric acid in 100 ml. of water is added over about 45 minutes. The mixture is allowed to attain room temperature and, after about 3 hours, the organic layer is separated and the aqueous layer is extracted with methylene chloride. The combined organic materials... Starting materials: C(C1=CC=CC=C1)[C@@]1(O)[C@@H]([C@@H](O)[C@H](O)[C@H](O1)CNC(=O)[C@H](O)[C@H](O)[C@H](O)CO)NC(=O)OCC1=CC=CC=C1 (D-Ribonic acid (benzyl 2-benzyloxycarbonylamino-2,6-didesoxy-α-D-glucopyranosid-6-yl)-amide), 14.B. Run in O1CCOCC1 (dioxan). Product: C(C1=CC=CC=C1)[C@@]1(O)[C@@H]([C@@H](OC(C)=O)[C@H](OC(C)=O)[C@H](O1)CNC(=O)[C@H](OC(C)=O)[C@H](OC(C)=O)[C@H](OC(C)=O)COC(C)=O)NC(=O)OCC1=CC=CC=C1 (2,3,4,5-tetra-O-acetyl-D-ribonic acid (benzyl 3,4-di-O-acetyl-2-benzyloxycarbonylamino-2,6-didesoxy-α-D-glucopyranosid-6-yl)-amide). Reaction SMILES: [CH2:1]([C@@:8]1([O:16][C@H:15]([CH2:17][NH:18][C:19]([C@@H:21]([C@@H:23]([C@@H:25]([CH2:27][OH:28])[OH:26])[OH:24])[OH:22])=[O:20])[C@@H:13]([OH:14])[C@H:11]([OH:12])[C@H:10]1[NH:29][C:30]([O:32][CH2:33][C:34]1[CH:39]=[CH:38][CH:37]=[CH:36][CH:35]=1)=[O:31])[OH:9])[C:2]1[CH:7]=[CH:6][CH:5]=[CH:4][CH:3]=1>O1CCOCC1>[CH2:1]([C@@:8]1([O:16][C@H:15]([CH2:17][NH:18][C:19]([C@@H:21]([C@@H:23]([C@@H:25]([CH2:27][O:28][C:8](=[O:9])[CH3:1])[O:26][C:11](=[O:12])[CH3:10])[O:24][C:19](=[O:20])[CH3:21])[O:22][C:23](=[O:24])[CH3:25])=[O:20])[C@@H:13]([O:14][C:33](=[O:32])[CH3:34])[C@H:11]([O:12][C:13](=[O:14])[CH3:15])[C@H:10]1[NH:29][C:30]([O:32][CH2:33][C:34]1[CH:35]=[CH:36][CH:37]=[CH:38][CH:39]=1)=[O:31])[OH:9])[C:2]1[CH:7]=[CH:6][CH:5]=[CH:4][CH:3]=1. Procedure details: D-Ribonic acid (benzyl 2-benzyloxycarbonylamino-2,6-didesoxy-α-D-glucopyranosid-6-yl)-amide was acetylated as described in Ex. 14.B. and gave 2,3,4,5-tetra-O-acetyl-D-ribonic acid (benzyl 3,4-di-O-acetyl-2-benzyloxycarbonylamino-2,6-didesoxy-α-D-glucopyranosid-6-yl)-amide, [α]+78.0° (c 0.2; dioxan), MS: m/z 803.2 ([M+H]+). Starting materials: COC(=O)C1=NN(C=N1)[C@H]1[C@H](OC(C2=CC=CC=C2)=O)[C@H](OC(C2=CC=CC=C2)=O)[C@H](O1)COC(C1=CC=CC=C1)=O (1-(2,3,5-tri-O-benzoyl-β-D-ribofuranosyl)-1,2,4-triazole-3-carboxylic acid methyl ester), N (ammonia). Run in CO (methanol). Conditions: time 4 hour. Yields the product C(C1=CC=CC=C1)(=O)OC[C@@H]1[C@H]([C@H]([C@@H](O1)N1N=C(N=C1)C(=O)N)O)O (1-(5-O-benzoyl-β-D-ribofuranosyl)-1,2,4-triazole-3-carboxamide). RXN SMILES: C[O:2][C:3]([C:5]1[N:9]=[CH:8][N:7]([C@@H:10]2[O:32][C@H:31]([CH2:33][O:34][C:35](=[O:42])[C:36]3[CH:41]=[CH:40][CH:39]=[CH:38][CH:37]=3)[C@@H:21]([O:22]C(=O)C3C=CC=CC=3)[C@H:11]2[O:12]C(=O)C2C=CC=CC=2)[N:6]=1)=O.[NH3:43]>CO>[C:35]([O:34][CH2:33][C@H:31]1[O:32][C@@H:10]([N:7]2[CH:8]=[N:9][C:5]([C:3]([NH2:43])=[O:2])=[N:6]2)[C@H:11]([OH:12])[C@@H:21]1[OH:22])(=[O:42])[C:36]1[CH:37]=[CH:38][CH:39]=[CH:40][CH:41]=1. Reported procedure: A mixture of 1-(2,3,5-tri-O-benzoyl-β-D-ribofuranosyl)-1,2,4-triazole-3-carboxylic acid methyl ester and methanol saturated at 0° with anhydrous ammonia was stirred at 0° for 4 hr. The resulting solution was evaporated to dryness under reduced pressure and the product was crystallized from aqueous ethanol to give 1-(5-O-benzoyl-β-D-ribofuranosyl)-1,2,4-triazole-3-carboxamide with mp 182°-184°. Reactants: C(C)(=O)O[BH-](OC(C)=O)OC(C)=O.[Na+] (Sodium triacetoxyborohydride), ClC=1C=C(C=CC1Cl)C=1N=C(NC1)C=1C=CC(=NC1)N1CCNCC1 (1-{5-[4-(3,4-dichloro-phenyl)-1H-imidazol-2-yl]-pyridin-2-yl}-piperazine), C(C)(=O)O (acetic acid), C(C(C)C)=O (isobutyraldehyde), resultant suspension. Solvent: [OH-].[Na+] (NaOH), C(C)(=O)OCC (ethyl acetate), C1CCOC1 (THF). Product: ClC=1C=C(C=CC1Cl)C1=CN=C(N1)C=1C=CC(=NC1)N1CCN(CC1)CC(C)C (1-{5-[5(3,4,-dichloro-phenyl)-1H-imidazol-2-yl]-pyridin-2-yl}-4-isobutyl-piperazine). RXN SMILES: C(O[BH-](OC(=O)C)OC(=O)C)(=O)C.[Na+].[Cl:15][C:16]1[CH:17]=[C:18]([C:23]2[N:24]=[C:25]([C:28]3[CH:29]=[CH:30][C:31]([N:34]4[CH2:39][CH2:38][NH:37][CH2:36][CH2:35]4)=[N:32][CH:33]=3)[NH:26][CH:27]=2)[CH:19]=[CH:20][C:21]=1[Cl:22].C(O)(=O)C.[CH:44](=O)[CH:45]([CH3:47])[CH3:46]>C1COCC1.[OH-].[Na+].C(OCC)(=O)C>[Cl:15][C:16]1[CH:17]=[C:18]([C:23]2[NH:24][C:25]([C:28]3[CH:29]=[CH:30][C:31]([N:34]4[CH2:39][CH2:38][N:37]([CH2:44][CH:45]([CH3:47])[CH3:46])[CH2:36][CH2:35]4)=[N:32][CH:33]=3)=[N:26][CH:27]=2)[CH:19]=[CH:20][C:21]=1[Cl:22] |f:0.1,6.7|. Procedure: Sodium triacetoxyborohydride (20.2 g) was added to a suspension of 1-{5-[4-(3,4-dichloro-phenyl)-1H-imidazol-2-yl]-pyridin-2-yl}-piperazine (23.8 g), acetic acid (5.1 mL), and isobutyraldehyde (6.35 mL) in THF (250 mL). The resultant suspension was stirred at ambient temperature for 18 hours, and then the reaction mixture was diluted with 1 N NaOH (1000 mL) and ethyl acetate (450 mL). The layers were separated, and the organic phase was diluted with hexanes (1000 mL). The resultant precipitate w... Starting materials: C(C)OCC (diethyl ether), C(C)(C)(C)OC(NC1(CC1)C1=CC=C(C=C1)C=1C(=CC2=C(OCC(N2C)=O)N1)C1=CC=CC=C1)=O (tert-butyl(1-(4-(1-methyl-2-oxo-7-phenyl-2,3-dihydro-1H-pyrido[2,3-b][1,4]oxazin-6-yl)phenyl)cyclopropyl)carbamate), Cl (HCl). Solvent: O1CCOCC1 (1,4-dioxane), O1CCOCC1 (1,4-dioxane). Conditions: time 1 hour. The product is NC1(CC1)C1=CC=C(C=C1)C=1C(=CC2=C(OCC(N2C)=O)N1)C1=CC=CC=C1 (6-(4-(1-aminocyclopropyl)phenyl)-1-methyl-7-phenyl-1H-pyrido[2,3-b][1,4]oxazin-2(3H)-one). Isolated yield 57.2%. Reaction SMILES: C(OC(=O)[NH:7][C:8]1([C:11]2[CH:16]=[CH:15][C:14]([C:17]3[C:18]([C:29]4[CH:34]=[CH:33][CH:32]=[CH:31][CH:30]=4)=[CH:19][C:20]4[N:25]([CH3:26])[C:24](=[O:27])[CH2:23][O:22][C:21]=4[N:28]=3)=[CH:13][CH:12]=2)[CH2:10][CH2:9]1)(C)(C)C.Cl.C(OCC)C>O1CCOCC1>[NH2:7][C:8]1([C:11]2[CH:12]=[CH:13][C:14]([C:17]3[C:18]([C:29]4[CH:34]=[CH:33][CH:32]=[CH:31][CH:30]=4)=[CH:19][C:20]4[N:25]([CH3:26])[C:24](=[O:27])[CH2:23][O:22][C:21]=4[N:28]=3)=[CH:15][CH:16]=2)[CH2:9][CH2:10]1. Procedure: To a solution of tert-butyl(1-(4-(1-methyl-2-oxo-7-phenyl-2,3-dihydro-1H-pyrido[2,3-b][1,4]oxazin-6-yl)phenyl)cyclopropyl)carbamate (60 mg, 0.127 mmol) in 1,4-dioxane (1 mL) was added dropwise 4M HCl in 1,4-dioxane (0.5 mL, 2.00 mmol) and the resulting solution stirred at room temperature for 1 hour. The reaction mixture was diluted by the dropwise addition of diethyl ether (6 mL) and stirred for 15 minutes to give a white precipitate. The layers were allowed to settle and the supernatant soluti...